This data is from the Open Reaction Database (ORD), a public repository of structured organic reaction records. The task is: describe an organic reaction: reactants, conditions, products, and yield Starting materials: CC1=C(N)C=CC(=C1)F (2-Methyl-4-fluoroaniline), CC1N(CCC2=CC=CC=C12)C1=NC(=NC=C1)Cl (4-(1-methyl-1,2,3,4-tetrahydroisoquinolin-2-yl)-2-chloropyrimidine), CN(C=O)C (dimethylformamide). Run in ClCCl (dichloromethane). Reaction conditions: time 3 hour. Product: Cl.CC1=C(C=CC(=C1)F)NC1=NC=CC(=N1)N1C(C2=CC=CC=C2CC1)C (2-(2-Methyl-4-fluorophenylamino)-4-(1-methyl-1,2,3,4-tetrahydroisoquinolin-2-yl)pyrimidine hydrochloride). As a reaction SMILES: [CH3:1][C:2]1[CH:8]=[C:7]([F:9])[CH:6]=[CH:5][C:3]=1[NH2:4].[CH3:10][CH:11]1[C:20]2[C:15](=[CH:16][CH:17]=[CH:18][CH:19]=2)[CH2:14][CH2:13][N:12]1[C:21]1[CH:26]=[CH:25][N:24]=[C:23]([Cl:27])[N:22]=1.CN(C)C=O>ClCCl>[ClH:27].[CH3:1][C:2]1[CH:8]=[C:7]([F:9])[CH:6]=[CH:5][C:3]=1[NH:4][C:23]1[N:22]=[C:21]([N:12]2[CH2:13][CH2:14][C:15]3[C:20](=[CH:19][CH:18]=[CH:17][CH:16]=3)[CH:11]2[CH3:10])[CH:26]=[CH:25][N:24]=1 |f:4.5|. Reported procedure: 2-Methyl-4-fluoroaniline(1.1 ml, 10.2 mmol) was added to a mixture solution of 4-(1-methyl-1,2,3,4-tetrahydroisoquinolin-2-yl)-2-chloropyrimidine(1.5 g, 5.8 mmol) and dimethylformamide(10 ml). The reaction mixture was stirred for 3 hours at 110°-120° C., cooled to a room temperature, diluted with dichloromethane, and then washed with water. The dichloromethane layer was separated, basified with aqueous sodium hydroxide, washed with water, dried and concentrated. The resulting residue was crystal... Starting materials: BrB(Br)Br, ClCCl, COCC(C)Oc1cc(Oc2cnc(S(C)(=O)=O)cn2)cc(-c2ccc(C3=NC(O)C(C)O3)[nH]2)c1, [Na+], O=C([O-])O. Yields the product CC(CO)Oc1cc(Oc2cnc(S(C)(=O)=O)cn2)cc(-c2ccc(C3=NC(O)C(C)O3)[nH]2)c1. RXN SMILES: [B:36]([Br:37])([Br:38])[Br:39].[CH2:45]([Cl:46])[Cl:47].[CH3:1][O:2][CH2:3][CH:4]([O:5][c:6]1[cH:7][c:8](-[c:23]2[cH:24][cH:25][c:26]([C:28]3=[N:32][CH:31]([OH:33])[CH:30]([CH3:34])[O:29]3)[nH:27]2)[cH:9][c:10]([O:12][c:13]2[n:14][cH:15][c:16]([S:19](=[O:20])(=[O:21])[CH3:22])[n:17][cH:18]2)[cH:11]1)[CH3:35].[Na+:40].[OH:41][C:42](=[O:43])[O-:44]>>[OH:2][CH2:3][CH:4]([O:5][c:6]1[cH:7][c:8](-[c:23]2[cH:24][cH:25][c:26]([C:28]3=[N:32][CH:31]([OH:33])[CH:30]([CH3:34])[O:29]3)[nH:27]2)[cH:9][c:10]([O:12][c:13]2[n:14][cH:15][c:16]([S:19](=[O:20])(=[O:21])[CH3:22])[n:17][cH:18]2)[cH:11]1)[CH3:35]. The reactants are CC(C)CCN(Cc1ccc(-c2cccc(C#N)c2)c(F)c1)C(=O)OC(C)(C)C, O=C([O-])[O-], CS(C)=O, [K+], [K+], O, OO. The product is CC(C)CCN(Cc1ccc(-c2cccc(C(N)=O)c2)c(F)c1)C(=O)OC(C)(C)C. RXN SMILES: [C:1]([CH3:2])([CH3:3])([CH3:4])[O:5][C:6]([N:7]([CH2:8][CH2:9][CH:10]([CH3:11])[CH3:12])[CH2:13][c:14]1[cH:15][c:16]([F:28])[c:17](-[c:20]2[cH:21][c:22]([C:26]#[N:27])[cH:23][cH:24][cH:25]2)[cH:18][cH:19]1)=[O:29].[C:30]([O-:31])(=[O:32])[O-:33].[CH3:38][S:39](=[O:40])[CH3:41].[K+:34].[K+:35].[OH2:42].[OH:36][OH:37]>>[C:1]([CH3:2])([CH3:3])([CH3:4])[O:5][C:6]([N:7]([CH2:8][CH2:9][CH:10]([CH3:11])[CH3:12])[CH2:13][c:14]1[cH:15][c:16]([F:28])[c:17](-[c:20]2[cH:21][c:22]([C:26]([NH2:27])=[O:31])[cH:23][cH:24][cH:25]2)[cH:18][cH:19]1)=[O:29]. The reactants are [O-]S(=O)[O-].[Na+].[Na+] (Na2SO3), CSC1=NC2=C(N1C1=NC(=NC(=N1)N1CCOCC1)NC=1C=NC=CC1)C=CC=C2 (4-[2-(methylsulfanyl)-1H-benzimidazol-1-yl]-6-(4-morpholinyl)-N-(3-pyridinyl)-1,3,5-triazin-2-amine), [O-][Mn](=O)(=O)=O.[K+] (KMnO4), CC(=O)C (acetone). Solvent: C(Cl)(Cl)Cl (CHCl3), CC(=O)O (HOAc), O (water). Reaction conditions: time 30 minute. Product: CS(=O)(=O)C1=NC2=C(N1C1=NC(=NC(=N1)N1CCOCC1)NC=1C=NC=CC1)C=CC=C2 (4-[2-(methylsulfonyl)-1H-benzimidazol-1-yl]-6-(4-morpholinyl)-N-(3-pyridinyl)-1,3,5-triazin-2-amine). Yield: 31.0%. RXN SMILES: CS[C:3]1[N:7]([C:8]2[N:13]=[C:12]([N:14]3[CH2:19][CH2:18][O:17][CH2:16][CH2:15]3)[N:11]=[C:10]([NH:20][C:21]3[CH:22]=[N:23][CH:24]=[CH:25][CH:26]=3)[N:9]=2)[C:6]2[CH:27]=[CH:28][CH:29]=[CH:30][C:5]=2[N:4]=1.[O-][Mn](=O)(=O)=O.[K+].[O-:37][S:38]([O-:40])=O.[Na+].[Na+].[CH3:43]C(C)=O>CC(O)=O.O.C(Cl)(Cl)Cl>[CH3:43][S:38]([C:3]1[N:7]([C:8]2[N:13]=[C:12]([N:14]3[CH2:15][CH2:16][O:17][CH2:18][CH2:19]3)[N:11]=[C:10]([NH:20][C:21]3[CH:22]=[N:23][CH:24]=[CH:25][CH:26]=3)[N:9]=2)[C:6]2[CH:27]=[CH:28][CH:29]=[CH:30][C:5]=2[N:4]=1)(=[O:40])=[O:37] |f:1.2,3.4.5|. Reported procedure: A solution of 0.421 g (1 mmol) of 4-[2-(methylsulfanyl)-1H-benzimidazol-1-yl]-6-(4-morpholinyl)-N-(3-pyridinyl)-1,3,5-triazin-2-amine (from Example 4) in 130 mL acetone and 20 mL HOAc was treated with 1 g KMnO4 in 10 mL water at room temperature. After 30 min, the reaction was decolorized with aq. Na2SO3 solution and the acetone was removed under vacuum. The residue was diluted with water and the pH adjusted to neutral to give a precipitate which was dissolved in CHCl3 and dried. Chromatography ... Reactants: C(CCCCCC)(=O)Cl (heptanoyl chloride), Cl.COC(C(N)C)=O (D,L-alanine methyl ester hydrochloride), amine, O (water), [OH-].[Na+] (sodium hydroxide). Run in C(Cl)Cl (methylene chloride), C(Cl)Cl (methylene chloride). Run at time 2 hour. Product: C(CCCCCC)(=O)NC(C(=O)O)C (2-Heptanoylaminopropionic Acid). RXN SMILES: Cl.C[O:3][C:4](=[O:8])[CH:5]([CH3:7])[NH2:6].[C:9](Cl)(=[O:16])[CH2:10][CH2:11][CH2:12][CH2:13][CH2:14][CH3:15].O.[OH-].[Na+]>C(Cl)Cl>[C:9]([NH:6][CH:5]([CH3:7])[C:4]([OH:3])=[O:8])(=[O:16])[CH2:10][CH2:11][CH2:12][CH2:13][CH2:14][CH3:15] |f:0.1,4.5|. Procedure: 30 g (291 mmol) of D,L-alanine methyl ester hydrochloride and 64.77 g (640 mmol) of triethyl)amine are initially charged in 300 ml of dry methylene chloride at 0° C. 43.24 g (291 mmol) of heptanoyl chloride in 50 ml of methylene chloride are added dropwise. The mixture is allowed to warm to RT and stirred at this temperature for 2 h. The precipitate is filtered off and the methylene chloride phase is extracted with saturated sodium bicarbonate solution and wraith saturated sodium chloride soluti... Reactants: Compound, S1C=C(C=C1)C=1C=C(OCCCCCN)C=CC1 (5-[3-(3-thienyl)phenoxy]pentylamine), S1C=C(C=C1)C=1C=C(OCCOCCN)C=CC1 (2-[2-[3-(3-thienyl)phenoxy]ethoxy]ethylamine), CC(C#C/C=C/CBr)(C)C ((E)-6,6-dimethyl-2-hepten-4-ynyl bromide), COC(C#C/C=C/CBr)(C)C ((E)-6-methoxy-6-methyl-2-hepten-4-ynyl bromide). Product: COC(C#C/C=C/CNCCCCCOC1=CC(=CC=C1)C1=CSC=C1)(C)C ((E)-N-(6-methoxy-6-methyl-2-hepten-4-ynyl)-5-[3-(3-thienyl)phenoxy]pentylamine). RXN SMILES: S1C=CC(C2C=C(C=CC=2)OCCOCCN)=C1.CC(C)(C)C#C/C=C/CBr.[S:29]1[CH:33]=[CH:32][C:31]([C:34]2[CH:35]=[C:36]([CH:44]=[CH:45][CH:46]=2)[O:37][CH2:38][CH2:39][CH2:40][CH2:41][CH2:42][NH2:43])=[CH:30]1.[CH3:47][O:48][C:49]([CH3:57])([CH3:56])[C:50]#[C:51]/[CH:52]=[CH:53]/[CH2:54]Br>>[CH3:47][O:48][C:49]([CH3:57])([CH3:56])[C:50]#[C:51]/[CH:52]=[CH:53]/[CH2:54][NH:43][CH2:42][CH2:41][CH2:40][CH2:39][CH2:38][O:37][C:36]1[CH:44]=[CH:45][CH:46]=[C:34]([C:31]2[CH:32]=[CH:33][S:29][CH:30]=2)[CH:35]=1. Procedure: Compound of Example 53 was obtained by performing the same reaction as in Example 52 except that 2-[2-[3-(3-thienyl)phenoxy]ethoxy]ethylamine and (E)-6,6-dimethyl-2-hepten-4-ynyl bromide were used instead of the starting compounds, 5-[3-(3-thienyl)phenoxy]pentylamine and (E)-6-methoxy-6-methyl-2-hepten-4-ynyl bromide, which were used in the above-mentioned reaction. The reactants are Cl (HCl), [Cl-].[Al+3].[Cl-].[Cl-] (aluminum chloride), C(Cl)Cl (methylene chloride), C(C)(=O)Cl (acetyl chloride), CC=1C=CC=2C(CCC(C2C1)(C)C)(C)C (5,6,7,8-tetrahydro-3,5,5,8,8-pentamethylnaphthalene), C(Cl)Cl (methylene chloride). The product is CC=1C(=CC=2C(CCC(C2C1)(C)C)(C)C)C(=O)C (Methyl (5,6,7,8-tetrahydro-3,5,5,8,8-pentamethylnaphthalen-2-yl) ketone). As a reaction SMILES: [Cl-].[Al+3].[Cl-].[Cl-].[C:5](Cl)(=[O:7])[CH3:6].C[C:10]1[CH:11]=[CH:12][C:13]2[C:14]([CH3:23])([CH3:22])[CH2:15][CH2:16][C:17]([CH3:21])([CH3:20])[C:18]=2[CH:19]=1.Cl.[CH2:25](Cl)Cl>>[CH3:10][C:11]1[C:6]([C:5]([CH3:25])=[O:7])=[CH:19][C:18]2[C:17]([CH3:21])([CH3:20])[CH2:16][CH2:15][C:14]([CH3:23])([CH3:22])[C:13]=2[CH:12]=1 |f:0.1.2.3|. Procedure: To a suspension of 6.71 g (50.3 mmol) of aluminum chloride in methylene chloride at 0° C. under argon was added a solution of 3.95 g (3.58 mL, 50.3 mmol) of acetyl chloride and 10.21 g (41.9 mmol) of 5,6,7,8-tetrahydro-3,5,5,8,8-pentamethylnaphthalene in methylene chloride. The resulting mixture was allowed to warm to room temperature over a period of 3 hours with stirring. The mixture was recooled to 0° C. and 1N HCl was dropwise added. The mixture was then taken-up in water and extracted three... The reactants are C(C)OC(CC(C(=O)OCC)C(=O)OCC)OCC (diethyl 2-(2,2-diethoxyethyl)malonate), [OH-].[K+] (potassium hydroxide). Run in C(C)O (ethanol). Reaction conditions: time 4 hour. The product is C(C)OC(CC(C(=O)[O-])C(=O)OCC)OCC.[K+] (Potassium 4,4-diethoxy-2-ethoxycarbonylbutanoate). The yield is 100.2%. As a reaction SMILES: [CH2:1]([O:3][CH:4]([O:17][CH2:18][CH3:19])[CH2:5][CH:6]([C:12]([O:14]CC)=[O:13])[C:7]([O:9][CH2:10][CH3:11])=[O:8])[CH3:2].[OH-].[K+:21]>C(O)C>[CH2:18]([O:17][CH:4]([O:3][CH2:1][CH3:2])[CH2:5][CH:6]([C:7]([O:9][CH2:10][CH3:11])=[O:8])[C:12]([O-:14])=[O:13])[CH3:19].[K+:21] |f:1.2,4.5|. Procedure details: To 15 L of dehydrated ethanol solution containing 2.48 Kg (purity: 95.1%., 8.54 mol) of diethyl 2-(2,2-diethoxyethyl)malonate was added 564 g (purity: 85%, 8.54 mol) of potassium hydroxide under argon gas atmosphere, and the mixture was stirred at room temperature for 4 hours. After completion of the reaction, the reaction mixture was concentrated under reduced pressure, 2 L of toluene was added to the obtained concentrate and the mixture was concentrated under reduced pressure. This operation o... Procedure details: To isophoronediamine (139.24 g, 0.819 mol) in xylene (525 ml) at 120° C. was added with stirring 2,2,6-trimethyl-1,3-dioxen-4-one (232.51 g, 1.637 mol) in xylene (525 ml) over 10 minutes, during which the temperature decreased to 103° C. Vigorous effervescence and distillation of acetone (through a Vigreux column) immediately commenced. Pot temperature was increased to 120° C. over 15 minutes, and to 139° C. over a further 30 minutes, with collection of acetone distillate. After cooling to 58° C... As a reaction SMILES: [CH3:1][C:2]1([CH3:12])[CH2:7][C:6]([CH2:9][NH2:10])([CH3:8])[CH2:5][CH:4]([NH2:11])[CH2:3]1.[CH3:13][C:14]1[O:20]C(C)(C)[O:18][C:16](=O)[CH:15]=1>C1(C)C(C)=CC=CC=1>[C:16]([NH:11][CH:4]1[CH2:3][C:2]([CH3:12])([CH3:1])[CH2:7][C:6]([CH2:9][NH:10][C:16](=[O:18])[CH2:15][C:14]([CH3:13])=[O:20])([CH3:8])[CH2:5]1)(=[O:18])[CH2:15][C:14]([CH3:13])=[O:20]. Run in C=1(C(=CC=CC1)C)C (xylene), C=1(C(=CC=CC1)C)C (xylene). The product is C(CC(=O)C)(=O)NC1CC(CC(C1)(C)C)(C)CNC(CC(=O)C)=O (1-acetoacetamido-3-acetoacetamidomethyl-3,5,5-trimethylcyclohexane). Isolated yield 97.5%. Starting materials: CC1(CC(CC(C1)(C)CN)N)C (isophoronediamine), CC1=CC(=O)OC(O1)(C)C (2,2,6-trimethyl-1,3-dioxen-4-one). Run at temperature 120 celsius, time 30 minute. Starting materials: N(=NC(=O)OC(C)C)C(=O)OC(C)C (diisopropyl azodicarboxylate), ClC(=CCOCCCCO)Cl (4-(3,3-dichloro-2-propenyloxy)butanol), ClC1=C(C(=CC(=C1)OCC=C(Cl)Cl)Cl)O (2,6-dichloro-4-(3,3-dichloro-2-propenyloxy)phenol), C1(=CC=CC=C1)P(C1=CC=CC=C1)C1=CC=CC=C1 (triphenylphosphine). Solvent: O1CCCC1 (tetrahydrofuran). Yields the product ClC=1C=C(C=C(C1OCCCCOCC=C(Cl)Cl)Cl)OCC=C(Cl)Cl (3,5-dichloro-1-(3,3-dichloro-2-propenyloxy)-4-(4-(3,3-dichloro-2-propenyloxy)butyloxy)benzene). The yield is 48.5%. RXN SMILES: [Cl:1][C:2]([Cl:11])=[CH:3][CH2:4][O:5][CH2:6][CH2:7][CH2:8][CH2:9][OH:10].[Cl:12][C:13]1[CH:18]=[C:17]([O:19][CH2:20][CH:21]=[C:22]([Cl:24])[Cl:23])[CH:16]=[C:15]([Cl:25])[C:14]=1O.C1(P(C2C=CC=CC=2)C2C=CC=CC=2)C=CC=CC=1.N(C(OC(C)C)=O)=NC(OC(C)C)=O>O1CCCC1>[Cl:12][C:13]1[CH:18]=[C:17]([O:19][CH2:20][CH:21]=[C:22]([Cl:24])[Cl:23])[CH:16]=[C:15]([Cl:25])[C:14]=1[O:10][CH2:9][CH2:8][CH2:7][CH2:6][O:5][CH2:4][CH:3]=[C:2]([Cl:11])[Cl:1]. Procedure: To a mixture of 0.30 g of 4-(3,3-dichloro-2-propenyloxy)butanol, 0.43 g of 2,6-dichloro-4-(3,3-dichloro-2-propenyloxy)phenol, 0.39 g of triphenylphosphine and 15 ml of tetrahydrofuran was slowly added dropwise 0.30 g of diisopropyl azodicarboxylate with stirring under ice cooling. After stirring at room temperature for 24 hours, the reaction mixture was concentrated. The residue was subjected to silica gel chromatography, which afforded 0.34 g of 3,5-dichloro-1-(3,3-dichloro-2-propenyloxy)-4-(4-...